This data is from the Open Reaction Database (ORD), a public repository of structured organic reaction records. The task is: describe an organic reaction: reactants, conditions, products, and yield Reactants: C1CCC2=NCCCN2CC1, CS(=O)(=O)c1ccc(CN)cc1, COCCOC, Cl, CS(=O)c1nc(N)nc(-c2ccco2)c1C#N. Reaction SMILES: [CH2:31]1[CH2:32][CH2:33][C:34]2=[N:39][CH2:38][CH2:37][CH2:36][N:35]2[CH2:40][CH2:41]1.[CH3:19][S:20](=[O:21])(=[O:22])[c:23]1[cH:24][cH:25][c:26]([CH2:27][NH2:28])[cH:29][cH:30]1.[CH3:42][O:43][CH2:44][CH2:45][O:46][CH3:47].[ClH:18].[NH2:1][c:2]1[n:3][c:4]([S:15]([CH3:16])=[O:17])[c:5]([C:13]#[N:14])[c:6](-[c:8]2[o:9][cH:10][cH:11][cH:12]2)[n:7]1>>[NH2:1][c:2]1[n:3][c:4]([NH:28][CH2:27][c:26]2[cH:25][cH:24][c:23]([S:20]([CH3:19])(=[O:21])=[O:22])[cH:30][cH:29]2)[c:5]([C:13]#[N:14])[c:6](-[c:8]2[o:9][cH:10][cH:11][cH:12]2)[n:7]1. Yields the product CS(=O)(=O)c1ccc(CNc2nc(N)nc(-c3ccco3)c2C#N)cc1. Starting materials: CCCOC1CCC(N2CCC(Nc3cc(Br)ccc3[N+](=O)[O-])CC2)CC1, CCO, NN, O. The product is CCCOC1CCC(N2CCC(Nc3cc(Br)ccc3N)CC2)CC1. RXN SMILES: [Br:1][c:2]1[cH:3][cH:4][c:5]([N+:25]([O-:26])=[O:27])[c:6]([NH:8][CH:9]2[CH2:10][CH2:11][N:12]([CH:15]3[CH2:16][CH2:17][CH:18]([O:21][CH2:22][CH2:23][CH3:24])[CH2:19][CH2:20]3)[CH2:13][CH2:14]2)[cH:7]1.[CH3:31][CH2:32][OH:33].[NH2:29][NH2:30].[OH2:28]>>[Br:1][c:2]1[cH:3][cH:4][c:5]([NH2:25])[c:6]([NH:8][CH:9]2[CH2:10][CH2:11][N:12]([CH:15]3[CH2:16][CH2:17][CH:18]([O:21][CH2:22][CH2:23][CH3:24])[CH2:19][CH2:20]3)[CH2:13][CH2:14]2)[cH:7]1. Reactants: CC(=O)Nc1cc[nH]c(=O)n1, CS(C)=O, O=C(NCc1cn(-c2ccc(I)cc2)cn1)c1ccc(Cl)s1, [Cu]I, [K+], [K+], O=C([O-])[O-], Oc1cccc2cccnc12. Yields the product CC(=O)Nc1ccn(-c2ccc(-n3cnc(CNC(=O)c4ccc(Cl)s4)c3)cc2)c(=O)n1. As a reaction SMILES: [C:23]([CH3:24])(=[O:25])[NH:26][c:27]1[n:28][c:29](=[O:33])[nH:30][cH:31][cH:32]1.[CH3:51][S:52]([CH3:53])=[O:54].[Cl:1][c:2]1[cH:3][cH:4][c:5]([C:7](=[O:8])[NH:9][CH2:10][c:11]2[n:12][cH:13][n:14](-[c:16]3[cH:17][cH:18][c:19]([I:22])[cH:20][cH:21]3)[cH:15]2)[s:6]1.[Cu:55][I:56].[K+:45].[K+:46].[O-:47][C:48]([O-:49])=[O:50].[OH:34][c:35]1[cH:36][cH:37][cH:38][c:39]2[c:40]1[n:41][cH:42][cH:43][cH:44]2>>[Cl:1][c:2]1[cH:3][cH:4][c:5]([C:7](=[O:8])[NH:9][CH2:10][c:11]2[n:12][cH:13][n:14](-[c:16]3[cH:17][cH:18][c:19](-[n:30]4[c:29](=[O:33])[n:28][c:27]([NH:26][C:23]([CH3:24])=[O:25])[cH:32][cH:31]4)[cH:20][cH:21]3)[cH:15]2)[s:6]1. Reactants: ICC=1N=C(OC1C1=CC=CC=C1)C1=CC=C(C=C1)C (4-iodomethyl-5-phenyl-2-p-tolyloxazole), C(C)C(C(C)=NO)=O (1-ethyl-1,2-propanedione-2-oxime), FC(C1=C(C=O)C=CC=C1)(F)F (2-trifluoromethylbenzaldehyde). Product: ICC=1N=C(OC1CC)C1=C(C=CC=C1)C(F)(F)F (4-iodomethyl-5-ethyl-2-(2-trifluoromethylphenyl)oxazole). As a reaction SMILES: [I:1][CH2:2][C:3]1[N:4]=[C:5]([C:14]2[CH:19]=[CH:18][C:17](C)=[CH:16][CH:15]=2)[O:6][C:7]=1[C:8]1[CH:13]=CC=CC=1.C(C(=O)C(=NO)C)C.[F:29][C:30]([F:40])([F:39])C1C=CC=CC=1C=O>>[I:1][CH2:2][C:3]1[N:4]=[C:5]([C:14]2[CH:15]=[CH:16][CH:17]=[CH:18][C:19]=2[C:30]([F:40])([F:39])[F:29])[O:6][C:7]=1[CH2:8][CH3:13]. Procedure details: Analogously to the building block synthesis of 4-iodomethyl-5-phenyl-2-p-tolyloxazole, 1-ethyl-1,2-propanedione-2-oxime and 2-trifluoromethylbenzaldehyde gave 4-iodomethyl-5-ethyl-2-(2-trifluoromethylphenyl)oxazole. The reactants are ClC1=CC(=C(S1)S(=O)(=O)O)C(=O)[O-].[K+] (potassium 5-chloro-2-sulfothiophene-3-carboxylate), [OH-].[K+] (caustic potash). Solvent: O (water). Product: S(=O)(=O)(O)C=1SC=CC1C(=O)[O-].[K+] (potassium 2-sulfothiophene-3-carboxylate). As a reaction SMILES: Cl[C:2]1[S:6][C:5]([S:7]([OH:10])(=[O:9])=[O:8])=[C:4]([C:11]([O-:13])=[O:12])[CH:3]=1.[K+:14].[OH-].[K+]>O>[S:7]([C:5]1[S:6][CH:2]=[CH:3][C:4]=1[C:11]([O-:13])=[O:12])([OH:10])(=[O:8])=[O:9].[K+:14] |f:0.1,2.3,5.6|. Reported procedure: 40 g. of potassium 5-chloro-2-sulfothiophene-3-carboxylate are dissolved in 24 g. of caustic potash dissolved in 400 ml. of water, stirred with 4 g. of activated charcoal, and filtered. 2 g. of palladium/activated charcoal (10% Pd) are then added and the mixture is hydrogenated at room temperature and at an initial pressure of approximately 1 atmosphere until no more hydrogen is taken up. The catalyst is removed by filtration. The filtrate is concentrated by evaporation to 35 ml., and acidified ... The reactants are [BH4-], CCOC(=O)c1ccc(-n2cc(C=O)cc2C#N)cc1, ClCCCl, [Na+]. Yields the product CCOC(=O)c1ccc(-n2cc(CO)cc2C#N)cc1. As a reaction SMILES: [BH4-:21].[CH2:1]([CH3:2])[O:3][C:4](=[O:5])[c:6]1[cH:7][cH:8][c:9](-[n:12]2[c:13]([C:19]#[N:20])[cH:14][c:15]([CH:17]=[O:18])[cH:16]2)[cH:10][cH:11]1.[Cl:23][CH2:24][CH2:25][Cl:26].[Na+:22]>>[CH2:1]([CH3:2])[O:3][C:4](=[O:5])[c:6]1[cH:7][cH:8][c:9](-[n:12]2[c:13]([C:19]#[N:20])[cH:14][c:15]([CH2:17][OH:18])[cH:16]2)[cH:10][cH:11]1.